From a dataset of the Open Reaction Database (ORD), a public repository of structured organic reaction records. describe an organic reaction: reactants, conditions, products, and yield Reactants: CN(C)CC1=CC2=C(CN(CC2)C(C2=CC=C(C=C2)CCC2=CC=CC=C2)=O)O1 (N,N-Dimethyl-[6-(4-phenethylbenzoyl)-4,5,6,7-tetrahydrofuro[2,3-c]pyridin-2-ylmethyl]amine), Cl (hydrogen chloride). The solvent is CO (methanol), C(C)(=O)OCC (ethyl acetate). The product is Cl.CN(C)CC1=CC2=C(CN(CC2)C(C2=CC=C(C=C2)CCC2=CC=CC=C2)=O)O1 (N,N-dimethyl-[6-(4-phenethylbenzoyl)-4,5,6,7-tetrahydrofuro[2,3-c]pyridin-2-ylmethyl]amine hydrochloride). As a reaction SMILES: [CH3:1][N:2]([CH2:4][C:5]1[O:29][C:8]2[CH2:9][N:10]([C:13](=[O:28])[C:14]3[CH:19]=[CH:18][C:17]([CH2:20][CH2:21][C:22]4[CH:27]=[CH:26][CH:25]=[CH:24][CH:23]=4)=[CH:16][CH:15]=3)[CH2:11][CH2:12][C:7]=2[CH:6]=1)[CH3:3].[ClH:30]>CO.C(OCC)(=O)C>[ClH:30].[CH3:1][N:2]([CH2:4][C:5]1[O:29][C:8]2[CH2:9][N:10]([C:13](=[O:28])[C:14]3[CH:19]=[CH:18][C:17]([CH2:20][CH2:21][C:22]4[CH:23]=[CH:24][CH:25]=[CH:26][CH:27]=4)=[CH:16][CH:15]=3)[CH2:11][CH2:12][C:7]=2[CH:6]=1)[CH3:3] |f:4.5|. Procedure details: N,N-Dimethyl-[6-(4-phenethylbenzoyl)-4,5,6,7-tetrahydrofuro[2,3-c]pyridin-2-ylmethyl]amine 0.498 g was dissolved in 2 ml of methanol; hydrogen chloride in ethyl acetate was added in excess, followed by stirring. This mixture was concentrated and washed with diethyl ether to yield the desired product. Reactants: compound 29, NC1=C(OCCCC(=O)OCC)C=CC=C1 (ethyl 4-(2-aminophenoxy)butyrate), C(C1=CC=CC=C1)N1C=CC2=CC(=CC=C12)/C(=C(/C(=O)O)\C)/C (3-(1-benzylindol-5-yl)-2-methylisocrotonic acid). Product: C(C1=CC=CC=C1)N1C=CC2=CC(=CC=C12)/C(=C(/C(=O)NC1=C(OCCCC(=O)O)C=CC=C1)\C)/C (4-{2-[3-(1-benzylindol-5-yl)-2-methyl isocrotonoylamino]phenoxy}butyric acid). Reaction SMILES: [NH2:1][C:2]1[CH:16]=[CH:15][CH:14]=[CH:13][C:3]=1[O:4][CH2:5][CH2:6][CH2:7][C:8]([O:10]CC)=[O:9].[CH2:17]([N:24]1[C:32]2[C:27](=[CH:28][C:29](/[C:33](/[CH3:39])=[C:34](\[CH3:38])/[C:35](O)=[O:36])=[CH:30][CH:31]=2)[CH:26]=[CH:25]1)[C:18]1[CH:23]=[CH:22][CH:21]=[CH:20][CH:19]=1>>[CH2:17]([N:24]1[C:32]2[C:27](=[CH:28][C:29](/[C:33](/[CH3:39])=[C:34](\[CH3:38])/[C:35]([NH:1][C:2]3[CH:16]=[CH:15][CH:14]=[CH:13][C:3]=3[O:4][CH2:5][CH2:6][CH2:7][C:8]([OH:10])=[O:9])=[O:36])=[CH:30][CH:31]=2)[CH:26]=[CH:25]1)[C:18]1[CH:19]=[CH:20][CH:21]=[CH:22][CH:23]=1. Procedure details: 0.84 g of compound 29 was obtained in a similar manner to those described in the Examples 1 and 2 using 1.13 g of ethyl 4-(2-aminophenoxy)butyrate and 0.78 g of 3-(1-benzylindol-5-yl)-2-methylisocrotonic acid obtained according to the procedures described in the Reference Examples 1-4. Starting materials: ClC1=C2N=C(C(=NC2=CC=C1)C)C1=CC(=CC=C1)F (5-chloro-3-(3-fluorophenyl)-2-methylquinoxaline), C(C1=CC=CC=C1)(=O)OOC(C1=CC=CC=C1)=O (benzoyl peroxide), BrN1C(=O)N(C(=O)C1(C)C)Br (1,3-dibromo-5,5-dimethylhydantoin), C(Cl)(Cl)(Cl)Cl (carbon tetrachloride). Conditions: time 24 hour. Product: BrCC1=NC2=CC=CC(=C2N=C1C1=CC(=CC=C1)F)Cl (2-(bromomethyl)-5-chloro-3-(3-fluorophenyl)quinoxaline). Reaction SMILES: [Cl:1][C:2]1[CH:11]=[CH:10][CH:9]=[C:8]2[C:3]=1[N:4]=[C:5]([C:13]1[CH:18]=[CH:17][CH:16]=[C:15]([F:19])[CH:14]=1)[C:6]([CH3:12])=[N:7]2.[Br:20]N1C(C)(C)C(=O)N(Br)C1=O.C(Cl)(Cl)(Cl)Cl.C(OOC(=O)C1C=CC=CC=1)(=O)C1C=CC=CC=1>>[Br:20][CH2:12][C:6]1[C:5]([C:13]2[CH:18]=[CH:17][CH:16]=[C:15]([F:19])[CH:14]=2)=[N:4][C:3]2[C:8](=[CH:9][CH:10]=[CH:11][C:2]=2[Cl:1])[N:7]=1. Procedure: 5-chloro-3-(3-fluorophenyl)-2-methylquinoxaline (0.3907 g, 1.433 mmol) and 1,3-dibromo-5,5-dimethylhydantoin (0.2458 g, 0.8596 mmol) were suspended in carbon tetrachloride (14.33 mL, 1.433 mmol). To the mixture was added benzoyl peroxide (0.04627 g, 0.1433 mmol) and the mixture was heated at reflux. After 24 h, the mixture was cooled to room temperature and concentrated under reduced pressure. The residue was purified by silica gel column chromatography on a 40 g of Redi-Sep™ column using 0 to 9... Starting materials: C(=O)([O-])[O-].[Na+].[Na+] (Na2CO3), [Na+].[Cl-] (NaCl), BrC1=CN=CC=2C(CCCC12)N ((rac)-4-bromo-5,6,7,8-tetrahydroisoquinolin-8-amine), CN1C(CCC2=CC(=CC=C12)B1OC(C(O1)(C)C)(C)C)=O (1-methyl-6-(4,4,5,5-tetramethyl-1,3,2-dioxaborolan-2-yl)-3,4-dihydroquinolin-2(1H)-one). The reagents and catalysts are C=1C=CC(=CC1)[P](C=2C=CC=CC2)(C=3C=CC=CC3)[Pd]([P](C=4C=CC=CC4)(C=5C=CC=CC5)C=6C=CC=CC6)([P](C=7C=CC=CC7)(C=8C=CC=CC8)C=9C=CC=CC9)[P](C=1C=CC=CC1)(C=1C=CC=CC1)C=1C=CC=CC1 (tetrakis(triphenylphosphine)palladium). Run in O (water), C(C)O (ethanol). Conditions: temperature 85 celsius. Yields the product NC1CCCC=2C(=CN=CC12)C=1C=C2CCC(N(C2=CC1)C)=O ((rac)-6-(8-Amino-5,6,7,8-tetrahydroisoquinolin-4-yl)-1-methyl-3,4-dihydroquinolin-2(1H)-one). The yield is 137.9%. Reaction SMILES: Br[C:2]1[C:11]2[CH2:10][CH2:9][CH2:8][CH:7]([NH2:12])[C:6]=2[CH:5]=[N:4][CH:3]=1.[CH3:13][N:14]1[C:23]2[C:18](=[CH:19][C:20](B3OC(C)(C)C(C)(C)O3)=[CH:21][CH:22]=2)[CH2:17][CH2:16][C:15]1=[O:33].C([O-])([O-])=O.[Na+].[Na+].[Na+].[Cl-]>C(O)C.O.C1C=CC([P]([Pd]([P](C2C=CC=CC=2)(C2C=CC=CC=2)C2C=CC=CC=2)([P](C2C=CC=CC=2)(C2C=CC=CC=2)C2C=CC=CC=2)[P](C2C=CC=CC=2)(C2C=CC=CC=2)C2C=CC=CC=2)(C2C=CC=CC=2)C2C=CC=CC=2)=CC=1>[NH2:12][CH:7]1[C:6]2[CH:5]=[N:4][CH:3]=[C:2]([C:20]3[CH:19]=[C:18]4[C:23](=[CH:22][CH:21]=3)[N:14]([CH3:13])[C:15](=[O:33])[CH2:16][CH2:17]4)[C:11]=2[CH2:10][CH2:9][CH2:8]1 |f:2.3.4,5.6,^1:49,51,70,89|. Procedure: In a 100 mL round-bottomed flask, (rac)-4-bromo-5,6,7,8-tetrahydroisoquinolin-8-amine (745 mg, 3.28 mmol) and 1-methyl-6-(4,4,5,5-tetramethyl-1,3,2-dioxaborolan-2-yl)-3,4-dihydroquinolin-2(1H)-one (intermediate A-1) (1.13 g, 3.94 mmol) were dissolved in ethanol (60 mL) to give a light brown solution. Na2CO3 (382 mg, 3.61 mmol), dissolved in water (10 mL) was added followed by tetrakis(triphenylphosphine)palladium (0) (114 mg, 98.4 μmol) after evacuation and replacing 5 times with Argon. The solu...